Dataset: the Open Reaction Database (ORD), a public repository of structured organic reaction records. Task: describe an organic reaction: reactants, conditions, products, and yield The yield is 45.0%. Run in CC(=O)C (acetone), CC(=O)C (acetone). Reactants: C([O-])([O-])=O.[K+].[K+] (potassium carbonate), ClC1=NNC=N1 (3-chloro-1,2,4-triazole), BrC(C(=O)C1=CC=C(C=C1)Cl)CCCl (2-bromo-4-chloro-1-(4-chlorophenyl)-butan-1-one). Yields the product ClC1=CC=C(C(=O)C2(CC2)N2N=C(N=C2)Cl)C=C1 (1-(4-Chlorobenzoyl)-1-(3-chloro-1,2,4-triazol-1-yl)-cyclopropane). Procedure details: 34 g (246 mmol) of potassium carbonate and 35 g (338 mmol) of 3-chloro-1,2,4-triazole are initially introduced into 130 ml of acetone under reflux and 50 g (169 mol) of 2-bromo-4-chloro-1-(4-chlorophenyl)-butan-1-one in 60 ml of acetone are added dropwise. The mixture is boiled under reflux for 8 hours, the solution is filtered off with suction from the residue and the solvent is stripped off in vacuo. The residue is taken up in ethyl acetate, washed with water and dried over sodium sulphate, an... Reaction SMILES: C(=O)([O-])[O-].[K+].[K+].[Cl:7][C:8]1[N:12]=[CH:11][NH:10][N:9]=1.Br[CH:14]([CH2:24][CH2:25]Cl)[C:15]([C:17]1[CH:22]=[CH:21][C:20]([Cl:23])=[CH:19][CH:18]=1)=[O:16]>CC(C)=O>[Cl:23][C:20]1[CH:21]=[CH:22][C:17]([C:15]([C:14]2([N:10]3[CH:11]=[N:12][C:8]([Cl:7])=[N:9]3)[CH2:25][CH2:24]2)=[O:16])=[CH:18][CH:19]=1 |f:0.1.2|. The reactants are CO, CN1CCCC1=O, O=C(O)c1cn(C2CC2)c2cc(Cl)c(F)cc2c1=O, NCCO. The product is O=C(O)c1cn(C2CC2)c2cc(NCCO)c(F)cc2c1=O. As a reaction SMILES: [CH3:24][OH:25].[CH3:26][N:27]1[CH2:28][CH2:29][CH2:30][C:31]1=[O:32].[Cl:5][c:6]1[c:7]([F:23])[cH:8][c:9]2[c:10](=[O:22])[c:11]([C:19](=[O:20])[OH:21])[cH:12][n:13]([CH:16]3[CH2:17][CH2:18]3)[c:14]2[cH:15]1.[NH2:1][CH2:2][CH2:3][OH:4]>>[NH:1]([CH2:2][CH2:3][OH:4])[c:6]1[c:7]([F:23])[cH:8][c:9]2[c:10](=[O:22])[c:11]([C:19](=[O:20])[OH:21])[cH:12][n:13]([CH:16]3[CH2:17][CH2:18]3)[c:14]2[cH:15]1. RXN SMILES: CS(O[CH2:6][CH:7]([CH3:31])[CH:8]([C:19]1[C:27]2[C:22](=[C:23]([CH2:28][S:29][CH3:30])[CH:24]=[CH:25][CH:26]=2)[NH:21][CH:20]=1)[C:9]1[CH:14]=[CH:13][C:12]([C:15]([F:18])([F:17])[F:16])=[CH:11][CH:10]=1)(=O)=O.Br[C:33]1SC(C(C2C3C(=C(CSC)C=CC=3)NC=2)CCC#N)=C[N:37]=1>CS(C)=O>[CH3:31][CH:7]([CH:8]([C:19]1[C:27]2[C:22](=[C:23]([CH2:28][S:29][CH3:30])[CH:24]=[CH:25][CH:26]=2)[NH:21][CH:20]=1)[C:9]1[CH:14]=[CH:13][C:12]([C:15]([F:16])([F:18])[F:17])=[CH:11][CH:10]=1)[CH2:6][C:33]#[N:37]. The solvent is CS(=O)C (dimethyl sulfoxide). Product: CC(CC#N)C(C1=CC=C(C=C1)C(F)(F)F)C1=CNC2=C(C=CC=C12)CSC (3-Methyl-4-{7-[(methylsulfanyl)methyl]-1H-indol-3-yl}-4-[4-(trifluoromethyl)phenyl]butanonitrile). Procedure: The title compound was prepared starting from 620 mg (1.32 mmol) of the compound from Example 70A in analogy to the synthesis of the compound from Example 53 but with dimethyl sulfoxide as solvent. 492 mg (93% of theory) of the target compound were obtained as mixture of diastereomers. Reactants: CS(=O)(=O)OCC(C(C1=CC=C(C=C1)C(F)(F)F)C1=CNC2=C(C=CC=C12)CSC)C (2-Methyl-3-{7-[(methylsulfanyl)methyl]-1H-indol-3-yl}-3-[4-(trifluoromethyl)phenyl]propyl methanesulfonate), BrC=1SC(=CN1)C(CCC#N)C1=CNC2=C(C=CC=C12)CSC (4-(2-Bromo-1,3-thiazol-5-yl)-4-{7-[(methylsulfanyl)methyl]-1H-indol-3-yl}butanonitrile). Reactants: FC(C(=O)O)(F)F.ClC=1C=NC=2NC=3C=CC=C(CCC4=C(C=CC(NC1N2)=C4)CO)C3 ([6-chloro-2,4,8,22-tetraazatetracyclo[14.3.1.1(3,7).1(9,13)]docosa-1(20),3(22),4,6,9(21),10,12,16,18-nonaen-12-yl]methanol trifluoroacetate), N1(CCNCC1)C(=O)OC(C)(C)C (tert-butyl piperazine-1-carboxylate). Yields the product FC(C(=O)O)(F)F.FC(C(=O)O)(F)F.ClC=1C=NC=2NC=3C=CC=C(CCC4=C(C=CC(NC1N2)=C4)CN4CCN(CC4)C(=O)OC(C)(C)C)C3 (tert-Butyl 4-{[6-chloro-2,4,8,22-tetraazatetracyclo[14.3.1.1(3,7).1(9,13)]docosa-1(20),3(22),4,6,9(21),10,12,16,18-nonaen-12-yl]methyl}piperazine-1-carboxylate bis(trifluoroacetate)). Yield: 63.0%. As a reaction SMILES: [F:1][C:2]([F:7])([F:6])[C:3]([OH:5])=[O:4].[Cl:8][C:9]1[CH:10]=[N:11][C:12]2[NH:13][C:14]3[CH:15]=[CH:16][CH:17]=[C:18]([CH:32]=3)[CH2:19][CH2:20][C:21]3[CH:29]=[C:25]([NH:26][C:27]=1[N:28]=2)[CH:24]=[CH:23][C:22]=3[CH2:30]O.[N:33]1([C:39]([O:41][C:42]([CH3:45])([CH3:44])[CH3:43])=[O:40])[CH2:38][CH2:37][NH:36][CH2:35][CH2:34]1>>[F:1][C:2]([F:7])([F:6])[C:3]([OH:5])=[O:4].[F:1][C:2]([F:7])([F:6])[C:3]([OH:5])=[O:4].[Cl:8][C:9]1[CH:10]=[N:11][C:12]2[NH:13][C:14]3[CH:15]=[CH:16][CH:17]=[C:18]([CH:32]=3)[CH2:19][CH2:20][C:21]3[CH:29]=[C:25]([NH:26][C:27]=1[N:28]=2)[CH:24]=[CH:23][C:22]=3[CH2:30][N:36]1[CH2:37][CH2:38][N:33]([C:39]([O:41][C:42]([CH3:45])([CH3:44])[CH3:43])=[O:40])[CH2:34][CH2:35]1 |f:0.1,3.4.5|. Reported procedure: The desired compound was prepared according to the procedure of Example B191 step A, using [6-chloro-2,4,8,22-tetraazatetracyclo[14.3.1.1(3,7).1(9,13)]docosa-1(20),3(22),4,6,9(21),10,12,16,18-nonaen-12-yl]methanol trifluoroacetate and tert-butyl piperazine-1-carboxylate as the starting materials in 63% yield. LCMS for C28H34ClN6O2(M+H)+: m/z=521.3. The reagents and catalysts are [Pd] (Pd on carbon). Product: NCCCC[C@@H](C=1NC(=CN1)C1=CC2=CC=CC=C2C=C1)NC(CC1=C(NC2=CC=C(C=C12)OC)C)=O (N-{(1S)-5-amino-1-[5-(2-naphthyl)-1H-imidazol-2-yl]pentyl}-2-(5-methoxy-2-methyl-1H-indol-3-yl)acetamide). RXN SMILES: [CH3:1][O:2][C:3]1[CH:4]=[C:5]2[C:9](=[CH:10][CH:11]=1)[NH:8][C:7]([CH3:12])=[C:6]2[CH2:13][C:14]([NH:16][C@H:17]([C:33]1[NH:34][C:35]([C:38]2[CH:47]=[CH:46][C:45]3[C:40](=[CH:41][CH:42]=[CH:43][CH:44]=3)[CH:39]=2)=[CH:36][N:37]=1)[CH2:18][CH2:19][CH2:20][CH2:21][NH:22]C(=O)OCC1C=CC=CC=1)=[O:15]>CO.[Pd]>[NH2:22][CH2:21][CH2:20][CH2:19][CH2:18][C@H:17]([NH:16][C:14](=[O:15])[CH2:13][C:6]1[C:5]2[C:9](=[CH:10][CH:11]=[C:3]([O:2][CH3:1])[CH:4]=2)[NH:8][C:7]=1[CH3:12])[C:33]1[NH:34][C:35]([C:38]2[CH:47]=[CH:46][C:45]3[C:40](=[CH:41][CH:42]=[CH:43][CH:44]=3)[CH:39]=2)=[CH:36][N:37]=1. Reported procedure: A stirred solution (0.2 M) of the product from step 3 in MeOH was added to 10% Pd on carbon (17% w/w) and the heterogeneous mixture was stirred under H2 (g) at RT for the weekend. The reaction mixture was filtered through a pad of celite and washed with MeOH. Evaporation of the solvent yielded (94%) the title compound as a solid. Starting materials: solution, COC=1C=C2C(=C(NC2=CC1)C)CC(=O)N[C@@H](CCCCNC(OCC1=CC=CC=C1)=O)C=1NC(=CN1)C1=CC2=CC=CC=C2C=C1 (benzyl {(5S)-5-{[(5-methoxy-2-methyl-1H-indol-3-yl)acetyl]amino}-5-[5-(2-naphthyl)-1H-imidazol-2-yl]pentyl}carbamate). Isolated yield 94.0%. The solvent is CO (MeOH).